Dataset: the Open Reaction Database (ORD), a public repository of structured organic reaction records. Task: describe an organic reaction: reactants, conditions, products, and yield The product is Cc1cc(-c2onc(C)c2NC(=O)OC(C)c2ccccc2F)ccc1-c1ccc(CC(=O)O)cc1. Reactants: CCOC(=O)Cc1ccc(-c2ccc(-c3onc(C)c3NC(=O)OC(C)c3ccccc3F)cc2C)cc1, CO, [Li+], [OH-], O. Reaction SMILES: [CH2:1]([CH3:2])[O:3][C:4]([CH2:5][c:6]1[cH:7][cH:8][c:9](-[c:12]2[c:13]([CH3:37])[cH:14][c:15](-[c:18]3[c:19]([NH:24][C:25](=[O:26])[O:27][CH:28]([CH3:29])[c:30]4[c:31]([F:36])[cH:32][cH:33][cH:34][cH:35]4)[c:20]([CH3:23])[n:21][o:22]3)[cH:16][cH:17]2)[cH:10][cH:11]1)=[O:38].[CH3:41][OH:42].[Li+:39].[OH-:40].[OH2:43]>>[O:3]=[C:4]([CH2:5][c:6]1[cH:7][cH:8][c:9](-[c:12]2[c:13]([CH3:37])[cH:14][c:15](-[c:18]3[c:19]([NH:24][C:25](=[O:26])[O:27][CH:28]([CH3:29])[c:30]4[c:31]([F:36])[cH:32][cH:33][cH:34][cH:35]4)[c:20]([CH3:23])[n:21][o:22]3)[cH:16][cH:17]2)[cH:10][cH:11]1)[OH:38]. Starting materials: O=C([O-])[O-], CN(C)C=O, Clc1ccnc2ccccc12, [K+], [K+], O, OCCCN1CCN(c2cccc3sccc23)CC1. Yields the product Cl, c1ccc2c(OCCCN3CCN(c4cccc5sccc45)CC3)ccnc2c1. RXN SMILES: [C:31](=[O:32])([O-:33])[O-:34].[CH3:37][N:38]([CH3:39])[CH:40]=[O:41].[Cl:1][c:2]1[cH:3][cH:4][n:5][c:6]2[cH:7][cH:8][cH:9][cH:10][c:11]12.[K+:35].[K+:36].[OH2:42].[s:12]1[c:13]2[c:14]([cH:15][cH:16]1)[c:17]([N:21]1[CH2:22][CH2:23][N:24]([CH2:27][CH2:28][CH2:29][OH:30])[CH2:25][CH2:26]1)[cH:18][cH:19][cH:20]2>>[ClH:1].[c:2]1([O:30][CH2:29][CH2:28][CH2:27][N:24]2[CH2:23][CH2:22][N:21]([c:17]3[c:14]4[c:13]([s:12][cH:16][cH:15]4)[cH:20][cH:19][cH:18]3)[CH2:26][CH2:25]2)[cH:3][cH:4][n:5][c:6]2[cH:7][cH:8][cH:9][cH:10][c:11]12. Reactants: O1CCOCC1 (Dioxane), BrC=1C=C2C(=NN(C2=CC1)C1OCCCC1)C1=CN=CC(=N1)N1CCC(CC1)NC(OC(C)(C)C)=O (tert-butyl 1-(6-(5-bromo-1-(tetrahydro-2H-pyran-2-yl)-1H-indazol-3-yl)pyrazin-2-yl)piperidin-4-ylcarbamate), FC=1C=C(C=CC1)B(O)O (3-fluorophenylboronic acid), C(=O)([O-])[O-].[Na+].[Na+] (Na2CO3). The reagents and catalysts are Cl[Pd]([P](C1=CC=CC=C1)(C2=CC=CC=C2)C3=CC=CC=C3)([P](C4=CC=CC=C4)(C5=CC=CC=C5)C6=CC=CC=C6)Cl (trans-dichlorobis(triphenyl-phosphine)palladium (II)). Solvent: O (water). Run at temperature 140 celsius. Yields the product FC=1C=C(C=CC1)C=1C=C2C(=NN(C2=CC1)C1OCCCC1)C1=CN=CC(=N1)N1CCC(CC1)NC(OC(C)(C)C)=O (tert-Butyl 1-(6-(5-(3-fluorophenyl)-1-(tetrahydro-2H-pyran-2-yl)-1H-indazol-3-yl)pyrazin-2-yl)piperidin-4-ylcarbamate). Yield: 57.9%. Reaction SMILES: Br[C:2]1[CH:3]=[C:4]2[C:8](=[CH:9][CH:10]=1)[N:7]([CH:11]1[CH2:16][CH2:15][CH2:14][CH2:13][O:12]1)[N:6]=[C:5]2[C:17]1[N:22]=[C:21]([N:23]2[CH2:28][CH2:27][CH:26]([NH:29][C:30](=[O:36])[O:31][C:32]([CH3:35])([CH3:34])[CH3:33])[CH2:25][CH2:24]2)[CH:20]=[N:19][CH:18]=1.[F:37][C:38]1[CH:39]=[C:40](B(O)O)[CH:41]=[CH:42][CH:43]=1.C([O-])([O-])=O.[Na+].[Na+].O1CCOCC1>Cl[Pd](Cl)([P](C1C=CC=CC=1)(C1C=CC=CC=1)C1C=CC=CC=1)[P](C1C=CC=CC=1)(C1C=CC=CC=1)C1C=CC=CC=1.O>[F:37][C:38]1[CH:43]=[C:42]([C:2]2[CH:3]=[C:4]3[C:8](=[CH:9][CH:10]=2)[N:7]([CH:11]2[CH2:16][CH2:15][CH2:14][CH2:13][O:12]2)[N:6]=[C:5]3[C:17]2[N:22]=[C:21]([N:23]3[CH2:28][CH2:27][CH:26]([NH:29][C:30](=[O:36])[O:31][C:32]([CH3:34])([CH3:35])[CH3:33])[CH2:25][CH2:24]3)[CH:20]=[N:19][CH:18]=2)[CH:41]=[CH:40][CH:39]=1 |f:2.3.4,^1:61,80|. Reported procedure: A glass microwave reaction vessel was charged with tert-butyl 1-(6-(5-bromo-1-(tetrahydro-2H-pyran-2-yl)-1H-indazol-3-yl)pyrazin-2-yl)piperidin-4-ylcarbamate (0.200 g, 0.359 mmol), 3-fluorophenylboronic acid (0.072 g, 0.515 mmol, Aldrich), Na2CO3 (0.210 g, 1.981 mmol, J. T. Baker) and trans-dichlorobis(triphenyl-phosphine)palladium (II) (0.022 g, 0.031 mmol, Strem). Dioxane (3 mL) and water (1 mL) were added and the reaction mixture was sealed under argon and heated in a Emrys Optmizer microwave... Reactants: Clc1ncnc2ccc(N3CCOCC3)cc12, Cl, [H-], O=C1Cc2ccccc2N1, [Na+], CN(C)C=O. The product is Cl, O=C1Nc2ccccc2C1c1ncnc2ccc(N3CCOCC3)cc12. RXN SMILES: [Cl:13][c:14]1[n:15][cH:16][n:17][c:18]2[cH:19][cH:20][c:21]([N:24]3[CH2:25][CH2:26][O:27][CH2:28][CH2:29]3)[cH:22][c:23]12.[ClH:30].[H-:11].[NH:1]1[C:2](=[O:10])[CH2:3][c:4]2[cH:5][cH:6][cH:7][cH:8][c:9]21.[Na+:12].[O:31]=[CH:32][N:33]([CH3:34])[CH3:35]>>[ClH:13].[NH:1]1[C:2](=[O:10])[CH:3]([c:14]2[n:15][cH:16][n:17][c:18]3[cH:19][cH:20][c:21]([N:24]4[CH2:25][CH2:26][O:27][CH2:28][CH2:29]4)[cH:22][c:23]23)[c:4]2[cH:5][cH:6][cH:7][cH:8][c:9]21. Starting materials: Cl.C(=C)(C)C=1OC(C(N1)=O)=O (2-isopropenyloxazoline-4,5-dione hydrochloride), C(C(=C)C)(=O)OC (methyl methacrylate), C(C=C)(=O)OCCCC (n-butyl acrylate), N(=NC(C#N)(CC(C)C)C)C(C#N)(CC(C)C)C (2,2'-azobis(2,4-dimethylvaleronitrile)). The solvent is C1(=CC=CC=C1)C (toluene), C(C)(=O)OCC (ethyl acetate). Conditions: temperature 100 celsius, time 5 hour. The product is C(C(=C)C)(=O)N=C=O (methacryloyl isocyanate), C(C(=C)C)(=O)OC (methyl methacrylate), C(C=C)(=O)OCCCC (n-butyl acrylate). As a reaction SMILES: Cl.[C:2]([C:5]1[O:6]C(=O)[C:8](=[O:10])[N:9]=1)([CH3:4])=[CH2:3].[C:12]([O:17][CH3:18])(=[O:16])[C:13]([CH3:15])=[CH2:14].[C:19]([O:23][CH2:24][CH2:25][CH2:26][CH3:27])(=[O:22])[CH:20]=[CH2:21].N(C(C)(CC(C)C)C#N)=NC(C)(CC(C)C)C#N>C1(C)C=CC=CC=1.C(OCC)(=O)C>[C:5]([N:9]=[C:8]=[O:10])(=[O:6])[C:2]([CH3:4])=[CH2:3].[C:12]([O:17][CH3:18])(=[O:16])[C:13]([CH3:15])=[CH2:14].[C:19]([O:23][CH2:24][CH2:25][CH2:26][CH3:27])(=[O:22])[CH:20]=[CH2:21] |f:0.1|. Procedure details: A mixture of 2-isopropenyloxazoline-4,5-dione hydrochloride (15 g), methyl methacrylate (20 g), n-butyl acrylate (15 g), 2,2'-azobis(2,4-dimethylvaleronitrile) (1.25 g) and ethyl acetate (25 g) was dropwise added to toluene (50 g) heated at 100° C. in 90 minutes while stirring. Stirring was further continued for 5 hours, whereby a copolymer of methacryloyl isocyanate with methyl methacrylate and n-butyl acrylate was produced. Viscosity, C-D (determined by Gardner bubble viscometer). Non-volatile... The reactants are BrC=1C=C(C(=NC1)OC)N (5-bromo-2-methoxypyridin-3-amine), B1(OC(C(O1)(C)C)(C)C)B2OC(C(O2)(C)C)(C)C (Bis(pinacolato)diboron), C(C)(=O)[O-].[K+] (potassium acetate), C(Cl)Cl (DCM). Run in O1CCOCC1 (dioxane), C(C)(=O)OCC (ethyl acetate). Product: NC=1C=C(C=NC1OC)B(O)O (5-amino-6-methoxypyridin-3-ylboronic acid). RXN SMILES: Br[C:2]1[CH:3]=[C:4]([NH2:10])[C:5]([O:8][CH3:9])=[N:6][CH:7]=1.[B:11]1(B2OC(C)(C)C(C)(C)O2)[O:15]C(C)(C)C(C)(C)[O:12]1.C([O-])(=O)C.[K+].C(Cl)Cl>O1CCOCC1.C(OCC)(=O)C>[NH2:10][C:4]1[CH:3]=[C:2]([B:11]([OH:15])[OH:12])[CH:7]=[N:6][C:5]=1[O:8][CH3:9] |f:2.3|. Procedure details: 5-bromo-2-methoxypyridin-3-amine (2 g, 9.85 mmol, commercially available), Bis(pinacolato)diboron (11.82 mmol), potassium acetate (1.4 g) and (1,1-bis(diphenylphosphino)ferrocene)-dichloropalladium (II) complex with DCM (200 mg, commercially available) was dissolved in dioxane (75 mL) under argon atmosphere. The reaction mixture was refluxed for 8 h. The reaction mixture was cooled, diluted with ethyl acetate (75 mL) and filtered. The filtrate was concentrated. The crude product was purified ove... The reactants are CC(C)=O, O=C=NC1CCCCC1, [Na+], NS(=O)(=O)c1ccc(CCNC(=O)N2CCCC2=O)cc1, [OH-], O. Yields the product O=C(NC1CCCCC1)NS(=O)(=O)c1ccc(CCNC(=O)N2CCCC2=O)cc1. As a reaction SMILES: [CH3:34][C:35](=[O:36])[CH3:37].[CH:25]1([N:31]=[C:32]=[O:33])[CH2:26][CH2:27][CH2:28][CH2:29][CH2:30]1.[Na+:23].[O:1]=[C:2]1[N:3]([C:7](=[O:8])[NH:9][CH2:10][CH2:11][c:12]2[cH:13][cH:14][c:15]([S:18](=[O:19])(=[O:20])[NH2:21])[cH:16][cH:17]2)[CH2:4][CH2:5][CH2:6]1.[OH-:22].[OH2:24]>>[O:1]=[C:2]1[N:3]([C:7](=[O:8])[NH:9][CH2:10][CH2:11][c:12]2[cH:13][cH:14][c:15]([S:18](=[O:19])(=[O:20])[NH:21][C:32]([NH:31][CH:25]3[CH2:26][CH2:27][CH2:28][CH2:29][CH2:30]3)=[O:33])[cH:16][cH:17]2)[CH2:4][CH2:5][CH2:6]1. Run in C1CCOC1 (THF), O (water), C([O-])([O-])=O.[Na+].[Na+] (sodium carbonate). Run at time 18 hour. Yield: 94.8%. Procedure: N—[(S)-5-(2-Benzyloxy-ethyl)-6-oxo-6,7-dihydro-5H-dibenzo[b,d]azepin-7-yl]-2,2-dimethyl-malonamic acid ethyl ester (127 mg, 0.25 mmol) were dissolved in THF (4.5 ml) and water (1.1 ml), treated with lithium hydroxide (25 mg, 1 mmol) and stirred for 18 h at ambient temperature. The mixture is diluted with aqueous saturated sodium carbonate and extracted twice with ethyl acetate. The aqueous phase is acidified with concentrated aqueous hydrogen chloride to pH 0 and extracted twice with ethyl aceta... Yields the product C(C1=CC=CC=C1)OCCN1C2=C(C3=C([C@@H](C1=O)NC(C(C(=O)O)(C)C)=O)C=CC=C3)C=CC=C2 (N—[(S)-5-(2-Benzyloxy-ethyl)-6-oxo-6,7-dihydro-5H-dibenzo[b,d]azepin-7-yl]-2,2-dimethyl-malonamic acid). RXN SMILES: C([O:3][C:4](=[O:37])[C:5]([CH3:36])([CH3:35])[C:6]([NH:8][C@@H:9]1[C:15](=[O:16])[N:14]([CH2:17][CH2:18][O:19][CH2:20][C:21]2[CH:26]=[CH:25][CH:24]=[CH:23][CH:22]=2)[C:13]2[CH:27]=[CH:28][CH:29]=[CH:30][C:12]=2[C:11]2[CH:31]=[CH:32][CH:33]=[CH:34][C:10]1=2)=[O:7])C.[OH-].[Li+]>C1COCC1.O.C(=O)([O-])[O-].[Na+].[Na+]>[CH2:20]([O:19][CH2:18][CH2:17][N:14]1[C:15](=[O:16])[C@@H:9]([NH:8][C:6](=[O:7])[C:5]([CH3:36])([CH3:35])[C:4]([OH:37])=[O:3])[C:10]2[CH:34]=[CH:33][CH:32]=[CH:31][C:11]=2[C:12]2[CH:30]=[CH:29][CH:28]=[CH:27][C:13]1=2)[C:21]1[CH:22]=[CH:23][CH:24]=[CH:25][CH:26]=1 |f:1.2,5.6.7|. The reactants are C(C)OC(C(C(=O)N[C@H]1C2=C(C3=C(N(C1=O)CCOCC1=CC=CC=C1)C=CC=C3)C=CC=C2)(C)C)=O (N—[(S)-5-(2-Benzyloxy-ethyl)-6-oxo-6,7-dihydro-5H-dibenzo[b,d]azepin-7-yl]-2,2-dimethyl-malonamic acid ethyl ester), [OH-].[Li+] (lithium hydroxide).